Dataset: the Open Reaction Database (ORD), a public repository of structured organic reaction records. Task: describe an organic reaction: reactants, conditions, products, and yield Starting materials: BrC1=C(OC2=C1C=CC=C2)C=O (3-bromo-1-benzofuran-2-carbaldehyde), C(CO)O (ethylene glycol). Reagents/catalysts: O.C1(=CC=C(C=C1)S(=O)(=O)O)C (para-toluene sulfonic acid hydrate). Run in C(=O)(O)[O-].[Na+] (NaHCO3), C1=CC=CC=C1 (benzene). Reaction conditions: time 12 hour. Yields the product BrC1=C(OC2=C1C=CC=C2)C2OCCO2 (3-bromo-2-(1,3-dioxolan-2-yl)-1-benzofuran). Isolated yield 100.5%. RXN SMILES: [Br:1][C:2]1[C:6]2[CH:7]=[CH:8][CH:9]=[CH:10][C:5]=2[O:4][C:3]=1[CH:11]=[O:12].[CH2:13](O)[CH2:14][OH:15]>C1C=CC=CC=1.C([O-])(O)=O.[Na+].O.C1(C)C=CC(S(O)(=O)=O)=CC=1>[Br:1][C:2]1[C:6]2[CH:7]=[CH:8][CH:9]=[CH:10][C:5]=2[O:4][C:3]=1[CH:11]1[O:15][CH2:14][CH2:13][O:12]1 |f:3.4,5.6|. Procedure: 3-bromo-1-benzofuran-2-carbaldehyde (5.49 g, 24.4 mmol) is combined with para-toluene sulfonic acid hydrate (232 mg, 1.2 mmol) and ethylene glycol (2.44 ml, 43.9 mmol) in benzene (75 ml). The reaction is refluxed with a Dean-Stark trap for 5 h. The mixture is cooled to rt and diluted with saturated NaHCO3 solution (20 ml) and left to stir for an additional 12 h. The layers are allowed to separate, and the organic layer is dried over Na2SO4, filtered, and concentrated to afford 6.6 g (100%) of 3-... Run at time 2 hour. Starting materials: C[Si](C)(C)Br (Trimethylsilyl bromide), OC1=C2C(C=C(C(C2=CC=C1)=O)C1=C(C(=O)NC(C)P(OCC)(OCC)=O)C=C(C=C1OC)C)=O (diethyl 1-[2-(5-hydroxy-1,4-naphthoquinon-2-yl)-3-methoxy-5-methylbenzamido]ethylphosphonate). Isolated yield 45.0%. As a reaction SMILES: C[Si](Br)(C)C.[OH:6][C:7]1[CH:16]=[CH:15][CH:14]=[C:13]2[C:8]=1[C:9](=[O:40])[CH:10]=[C:11]([C:18]1[C:36]([O:37][CH3:38])=[CH:35][C:34]([CH3:39])=[CH:33][C:19]=1[C:20]([NH:22][CH:23]([P:25](=[O:32])([O:29]CC)[O:26]CC)[CH3:24])=[O:21])[C:12]2=[O:17]>>[OH:6][C:7]1[CH:16]=[CH:15][CH:14]=[C:13]2[C:8]=1[C:9](=[O:40])[CH:10]=[C:11]([C:18]1[C:36]([O:37][CH3:38])=[CH:35][C:34]([CH3:39])=[CH:33][C:19]=1[C:20]([NH:22][CH:23]([P:25](=[O:26])([OH:29])[OH:32])[CH3:24])=[O:21])[C:12]2=[O:17]. Product: OC1=C2C(C=C(C(C2=CC=C1)=O)C1=C(C(=O)NC(C)P(O)(O)=O)C=C(C=C1OC)C)=O (1-[2-(5-hydroxy-1,4-naphthoquinon-2-yl)-3-methoxy-5-methylbenzamido]ethylphosphonic acid). Procedure details: Trimethylsilyl bromide was added to diethyl 1-[2-(5-hydroxy-1,4-naphthoquinon-2-yl)-3-methoxy-5-methylbenzamido]ethylphosphonate (500 mg) as obtained in Example 9 and the mixture was stirred at room temperature for 2 hours. The excess trimethylsilyl bromide was distilled off, water was added to the residue, and the mixture was stirred at room temperature for 30 minutes. The resultant crude crystals were recovered by filtration and recrystallized from methanol. The above procedure gave yellow cry... Reactants: C(=O)(OC(C)(C)C)N1CCC(CC1)(C(=O)OCC)C (ethyl N-Boc-4-methylpiperidine-4-carboxylate), ClCI (chloroiodomethane), C(C)(=O)O (acetic acid), C(C)(C)[N-]C(C)C.[Li+] (Lithium diisopropylamide). Run in C1CCOC1 (THF), C1CCOC1 (THF). Reaction conditions: time 10 minute. Product: ClCC(=O)C1(CCN(CC1)C(=O)OC(C)(C)C)C (tert-butyl 4-(2-chloroacetyl)-4-methylpiperidine-1-carboxylate). Yield: 44.9%. RXN SMILES: C([N-]C(C)C)(C)C.[Li+].[C:9]([N:16]1[CH2:21][CH2:20][C:19]([CH3:27])([C:22]([O:24]CC)=O)[CH2:18][CH2:17]1)([O:11][C:12]([CH3:15])([CH3:14])[CH3:13])=[O:10].[Cl:28][CH2:29]I.C(O)(=O)C>C1COCC1>[Cl:28][CH2:29][C:22]([C:19]1([CH3:27])[CH2:18][CH2:17][N:16]([C:9]([O:11][C:12]([CH3:13])([CH3:14])[CH3:15])=[O:10])[CH2:21][CH2:20]1)=[O:24] |f:0.1|. Reported procedure: Lithium diisopropylamide (30.9 mL, 46.4 mmol) was added dropwise to a solution containing ethyl N-Boc-4-methylpiperidine-4-carboxylate (2.52 g, 9.28 mmol), and chloroiodomethane (6.55 g, 37.1 mmol) in THF (100 mL) at −78° C. over 30 minutes. After addition, the reaction was stirred for 10 minutes, and then a solution of acetic acid (5 mL) in THF (45 mL) was added while keeping reaction mixture below −65° C. The reaction was stirred for an additional 10 minutes and partitioned between ethyl aceta... Reactants: NC1=NC=C(C=C1)Br (2-amino-5-bromopyridine), N1(CCCCC1)S(=O)(=O)C1=CC=C(C=C1)S (4-(N -piperidinylsulfonyl)thiophenol), ClC1=C(C=C(C(=C1)Cl)C)S(=O)(=O)Cl (2,4-dichloro-5-methylphenylsulfonyl chloride). Product: ClC1=C(C=C(C(=C1)Cl)C)S(=O)(=O)NC1=NC=C(C=C1)SC1=CC=C(C=C1)S(=O)(=O)N1CCCCC1 (2,4-Dichloro-5-methyl-N-{5-[4-(piperidine-1-sulfonyl) -phenylsulfanyl]-pyridin-2-yl}-benzenesulfonamide). RXN SMILES: [NH2:1][C:2]1[CH:7]=[CH:6][C:5](Br)=[CH:4][N:3]=1.[N:9]1([S:15]([C:18]2[CH:23]=[CH:22][C:21]([SH:24])=[CH:20][CH:19]=2)(=[O:17])=[O:16])[CH2:14][CH2:13][CH2:12][CH2:11][CH2:10]1.[Cl:25][C:26]1[CH:31]=[C:30]([Cl:32])[C:29]([CH3:33])=[CH:28][C:27]=1[S:34](Cl)(=[O:36])=[O:35]>>[Cl:25][C:26]1[CH:31]=[C:30]([Cl:32])[C:29]([CH3:33])=[CH:28][C:27]=1[S:34]([NH:1][C:2]1[CH:7]=[CH:6][C:5]([S:24][C:21]2[CH:20]=[CH:19][C:18]([S:15]([N:9]3[CH2:10][CH2:11][CH2:12][CH2:13][CH2:14]3)(=[O:17])=[O:16])=[CH:23][CH:22]=2)=[CH:4][N:3]=1)(=[O:36])=[O:35]. Procedure: Prepared from 2-amino-5-bromopyridine and 4-(N -piperidinylsulfonyl)thiophenol according to General Method 11 step 1 followed by reaction with 2,4-dichloro-5-methylphenylsulfonyl chloride according to General Method 11 step 2. 1H NMR (CDCl3): 8.35 & 8.02 (2×1 H, 2×s, A-ring CH's), 7.63, 7.42 & 7.18 (3×1 H, d, s & d, J 10 Hz, B-ring CH's) 7.55 & 7.11 (2×2 H, 2×d, 2×J 10 Hz, Ar CH's of C-ring), 2.93-2.81 (4H, m, CH2NCH2), 2.34 (3H, s, CH3), 1.60-1.48 (4 H, m, CH2CH2CH2CH2CH2), 1.39-1.27 (2 H, m, C... Reactants: S1C(=CC=C1)C=1N=C(NC1)C1=CC=C(OCC2CO2)C=C1 (3-{p-[4-(2-thienyl)-2-imidazolyl]phenoxy}-1,2-epoxypropane), NCCC1=CC=NC=C1 (4-(2-aminoethyl)pyridine). The solvent is C(C)(C)O (isopropanol). Reaction conditions: temperature 70 celsius, time 23 hour. Product: O.N1=CC=C(C=C1)CCNCC(COC1=CC=C(C=C1)C=1NC=C(N1)C=1SC=CC1)O.N1=CC=C(C=C1)CCNCC(COC1=CC=C(C=C1)C=1NC=C(N1)C=1SC=CC1)O (2-{p-[3-(4-Pyridylethylamino)-2-hydroxypropoxy]-phenyl}-4-(2-thienyl)imidazole Hemihydrate). As a reaction SMILES: [S:1]1[CH:5]=[CH:4][CH:3]=[C:2]1[C:6]1[N:7]=[C:8]([C:11]2[CH:21]=[CH:20][C:14]([O:15][CH2:16][CH:17]3[O:19][CH2:18]3)=[CH:13][CH:12]=2)[NH:9][CH:10]=1.[NH2:22][CH2:23][CH2:24][C:25]1[CH:30]=[CH:29][N:28]=[CH:27][CH:26]=1>C(O)(C)C>[OH2:15].[N:28]1[CH:29]=[CH:30][C:25]([CH2:24][CH2:23][NH:22][CH2:18][CH:17]([OH:19])[CH2:16][O:15][C:14]2[CH:20]=[CH:21][C:11]([C:8]3[NH:9][CH:10]=[C:6]([C:2]4[S:1][CH:5]=[CH:4][CH:3]=4)[N:7]=3)=[CH:12][CH:13]=2)=[CH:26][CH:27]=1.[N:28]1[CH:29]=[CH:30][C:25]([CH2:24][CH2:23][NH:22][CH2:18][CH:17]([OH:19])[CH2:16][O:15][C:14]2[CH:20]=[CH:21][C:11]([C:8]3[NH:9][CH:10]=[C:6]([C:2]4[S:1][CH:5]=[CH:4][CH:3]=4)[N:7]=3)=[CH:12][CH:13]=2)=[CH:26][CH:27]=1 |f:3.4.5|. Procedure: A mixture of 3-{p-[4-(2-thienyl)-2-imidazolyl]phenoxy}-1,2-epoxypropane (5.0 g, 0.017 m) and 4-(2-aminoethyl)pyridine (3.18 g, 0.026 m) in isopropanol (90 ml) was stirred at 70° C. for 23 hours. The solvent was evaporated under reduced pressure and the residue chromatographed on silica gel and eluted with 5% MeOH--CHCl3 saturated with NH3, and then rechromatographed eluting with 10% MeOH--CHCl3 saturated with NH3. Compound 78 was isolated as an amorphous solid. The reactants are [C+4], CN(C)CCN1CCC(N(C)C(=O)Nc2cc(Oc3ccc([N+](=O)[O-])cc3)ccn2)CC1, C1CCOC1, [OH-], [OH-], [OH-], [OH-], [OH-], [OH-], [Pd+2]. Product: CN(C)CCN1CCC(N(C)C(=O)Nc2cc(Oc3ccc(N)cc3)ccn2)CC1. Reaction SMILES: [C+4:38].[CH3:1][N:2]([CH2:3][CH2:4][N:5]1[CH2:6][CH2:7][CH:8]([N:11]([C:12](=[O:13])[NH:14][c:15]2[n:16][cH:17][cH:18][c:19]([O:21][c:22]3[cH:23][cH:24][c:25]([N+:28]([O-:29])=[O:30])[cH:26][cH:27]3)[cH:20]2)[CH3:31])[CH2:9][CH2:10]1)[CH3:32].[O:33]1[CH2:34][CH2:35][CH2:36][CH2:37]1.[OH-:39].[OH-:41].[OH-:42].[OH-:43].[OH-:44].[OH-:45].[Pd+2:40]>>[CH3:1][N:2]([CH2:3][CH2:4][N:5]1[CH2:6][CH2:7][CH:8]([N:11]([C:12](=[O:13])[NH:14][c:15]2[n:16][cH:17][cH:18][c:19]([O:21][c:22]3[cH:23][cH:24][c:25]([NH2:28])[cH:26][cH:27]3)[cH:20]2)[CH3:31])[CH2:9][CH2:10]1)[CH3:32]. The reactants are C1=CC=C(C=C1)[C@H]([C@@H](C(=O)O)N)O (DL-threo-3-Phenylserine hydrate), COC=1C=C(C(=O)Cl)C=C(C1OC)OC (3,4,5-trimethoxybenzoyl chloride), [OH-].[Na+] (NaOH), C=O (Formaldehyde), aqueous solution, C([O-])(O)=O.[Na+] (sodium bicarbonate). Run in CC(=O)C (acetone). Reaction conditions: temperature 0 celsius, time 21 hour. Yields the product C1(=CC=CC=C1)C1C(N(CO1)C(C1=CC(=C(C(=C1)OC)OC)OC)=O)C(=O)O (5-phenyl-3-(3,4,5-trimethoxybenzoyl)-oxazolidine-4-carboxylic acid). Reaction SMILES: [CH:1]1[CH:6]=[CH:5][C:4]([C@@H:7]([OH:13])[C@H:8]([NH2:12])[C:9]([OH:11])=[O:10])=[CH:3][CH:2]=1.[OH-].[Na+].C=O.[CH3:18][O:19][C:20]1[CH:21]=[C:22]([CH:26]=[C:27]([O:31][CH3:32])[C:28]=1[O:29][CH3:30])[C:23](Cl)=[O:24].[C:33](=O)(O)[O-].[Na+]>CC(C)=O>[C:4]1([CH:7]2[O:13][CH2:33][N:12]([C:23](=[O:24])[C:22]3[CH:21]=[C:20]([O:19][CH3:18])[C:28]([O:29][CH3:30])=[C:27]([O:31][CH3:32])[CH:26]=3)[CH:8]2[C:9]([OH:11])=[O:10])[CH:3]=[CH:2][CH:1]=[CH:6][CH:5]=1 |f:1.2,5.6|. Reported procedure: DL-threo-3-Phenylserine hydrate (5.00 g, 27.6 mmol) and 2N NaOH (13.8 mL, 27.6 mmol) are combined and cooled in an ice-bath. Formaldehyde (2.24 g of a 37% aqueous solution) is added and the reaction mixture is stirred at 0° C. for 21 hours. A solution of 3,4,5-trimethoxybenzoyl chloride (6.36 g, 27.6 mmol) in acetone (20 mL) is added slowly using solid sodium bicarbonate to maintain the pH>7. After stirring for 1 hour the reaction mixture is poured onto water and extracted with ethyl acetate (3×...